Dataset: the Open Reaction Database (ORD), a public repository of structured organic reaction records. Task: describe an organic reaction: reactants, conditions, products, and yield Starting materials: CNC(=S)N (methyl thiourea), ClC(C(=O)OCC)C(=O)C (ethyl 2-chloroacetoacetate). Solvent: ClCCCl (1,2-dichloroethane). The product is CNC=1SC(=C(N1)C)C(=O)OCC (ethyl 2-methylamino-4-methyl-thiazole-5-carboxylate). Yield: 97.5%. RXN SMILES: [CH3:1][NH:2][C:3]([NH2:5])=[S:4].Cl[CH:7]([C:13]([CH3:15])=O)[C:8]([O:10][CH2:11][CH3:12])=[O:9]>ClCCCl>[CH3:1][NH:2][C:3]1[S:4][C:7]([C:8]([O:10][CH2:11][CH3:12])=[O:9])=[C:13]([CH3:15])[N:5]=1. Procedure details: 3.6g of methyl thiourea and 7.9g of ethyl 2-chloroacetoacetate were added to 100ml of 1,2-dichloroethane and the mixture was stirred under reflux for 10 hours. After removing the solvent under reduced pressure, 10% aqueous sodium hydroxide solution was added thereto to recrystallize the resulting product which was then filtered to obtain 7.8g (Yield 96%) of ethyl 2-methylamino-4-methyl-thiazole-5-carboxylate as a pale yellow solid. The obtained solid product was dissolved in 60ml of a mixed solv... Reactants: ClCc1ccc(Cl)cc1, COC(=O)C(C)(O)C(F)(F)F. Product: COC(=O)C(C)(OCc1ccc(Cl)cc1)C(F)(F)F. Reaction SMILES: [Cl:12][c:13]1[cH:14][cH:15][c:16]([CH2:17][Cl:18])[cH:19][cH:20]1.[OH:1][C:2]([C:3](=[O:4])[O:5][CH3:6])([CH3:7])[C:8]([F:9])([F:10])[F:11]>>[O:1]([C:2]([C:3](=[O:4])[O:5][CH3:6])([CH3:7])[C:8]([F:9])([F:10])[F:11])[CH2:17][c:16]1[cH:15][cH:14][c:13]([Cl:12])[cH:20][cH:19]1. Reactants: ClC=1N=NC(=CC1)C#CC1=C(C=C(C=C1)F)F (3-chloro-6-((2,4-difluorophenyl)ethynyl)pyridazine), NN (hydrazine). Run in O1CCOCC1 (1,4-dioxane). Reaction conditions: temperature 80 celsius. The product is FC1=C(C=CC(=C1)F)C#CC=1N=NC(=CC1)NN (3-((2,4-Difluorophenyl)ethynyl)-6-hydrazinylpyridazine). The yield is 95.5%. Reaction SMILES: Cl[C:2]1[N:3]=[N:4][C:5]([C:8]#[C:9][C:10]2[CH:15]=[CH:14][C:13]([F:16])=[CH:12][C:11]=2[F:17])=[CH:6][CH:7]=1.[NH2:18][NH2:19]>O1CCOCC1>[F:17][C:11]1[CH:12]=[C:13]([F:16])[CH:14]=[CH:15][C:10]=1[C:9]#[C:8][C:5]1[N:4]=[N:3][C:2]([NH:18][NH2:19])=[CH:7][CH:6]=1. Procedure: A flask was charged with 3-chloro-6-((2,4-difluorophenyl)ethynyl)pyridazine (1.60 g, 6.38 mmol) and 1,4-dioxane (15 mL) to give a tan solution. Anhydrous hydrazine (2.00 mL, 63.8 mmol) was added and the mixture was heated at about 80° C. for about 1 h. The mixture was cooled to ambient temperature and was concentrated in vacuo to about half the original volume. Water (20 mL) was added, followed by sonication, and filtration. The solids were collected and dried in a vacuum oven overnight at about... Reactants: COc1cc(C(=O)N(C)c2ccc(C)cc2OCCCCCC(=O)N2CCN(C)CC2)ccc1NC(=O)c1cccc2[nH]c(C=O)cc12, Cl, NO, c1ccncc1. Product: COc1cc(C(=O)N(C)c2ccc(C)cc2OCCCCCC(=O)N2CCN(C)CC2)ccc1NC(=O)c1cccc2[nH]c(C=NO)cc12. As a reaction SMILES: [CH:1](=[O:2])[c:3]1[nH:4][c:5]2[cH:6][cH:7][cH:8][c:9]([C:12](=[O:13])[NH:14][c:15]3[c:16]([O:47][CH3:48])[cH:17][c:18]([C:19](=[O:20])[N:21]([c:22]4[c:23]([O:29][CH2:30][CH2:31][CH2:32][CH2:33][CH2:34][C:35](=[O:36])[N:37]5[CH2:38][CH2:39][N:40]([CH3:43])[CH2:41][CH2:42]5)[cH:24][c:25]([CH3:28])[cH:26][cH:27]4)[CH3:44])[cH:45][cH:46]3)[c:10]2[cH:11]1.[ClH:49].[NH2:50][OH:51].[cH:52]1[cH:53][cH:54][n:55][cH:56][cH:57]1>>[CH:1]([c:3]1[nH:4][c:5]2[cH:6][cH:7][cH:8][c:9]([C:12](=[O:13])[NH:14][c:15]3[c:16]([O:47][CH3:48])[cH:17][c:18]([C:19](=[O:20])[N:21]([c:22]4[c:23]([O:29][CH2:30][CH2:31][CH2:32][CH2:33][CH2:34][C:35](=[O:36])[N:37]5[CH2:38][CH2:39][N:40]([CH3:43])[CH2:41][CH2:42]5)[cH:24][c:25]([CH3:28])[cH:26][cH:27]4)[CH3:44])[cH:45][cH:46]3)[c:10]2[cH:11]1)=[N:50][OH:51]. The reactants are C(C)(=O)N1CCC2=C(C(=C(C(=C12)NC(C(C)(C)C)=O)C)CCl)C (N-(1-Acetyl-5-chloromethyl-4,6-dimethylindolin-7-yl)-2,2-dimethylpropanamide), [C-]#N.[Na+] (NaCN). Reagents/catalysts: C1COCCOCCOCCOCCOCCO1 (18-crown-6). Run in CC#N (CH3CN). The product is C(C)(=O)N1CCC2=C(C(=C(C(=C12)NC(C(C)(C)C)=O)C)CC#N)C (N-(1-acetyl-5-cyanomethyl-4,6-dimethylindolin-7-yl)-2,2-dimethylpropanamide). The yield is 75.9%. As a reaction SMILES: [C:1]([N:4]1[C:12]2[C:7](=[C:8]([CH3:23])[C:9]([CH2:21]Cl)=[C:10]([CH3:20])[C:11]=2[NH:13][C:14](=[O:19])[C:15]([CH3:18])([CH3:17])[CH3:16])[CH2:6][CH2:5]1)(=[O:3])[CH3:2].[C-:24]#[N:25].[Na+]>CC#N.C1OCCOCCOCCOCCOCCOC1>[C:1]([N:4]1[C:12]2[C:7](=[C:8]([CH3:23])[C:9]([CH2:21][C:24]#[N:25])=[C:10]([CH3:20])[C:11]=2[NH:13][C:14](=[O:19])[C:15]([CH3:18])([CH3:17])[CH3:16])[CH2:6][CH2:5]1)(=[O:3])[CH3:2] |f:1.2|. Procedure: N-(1-Acetyl-5-chloromethyl-4,6-dimethylindolin-7-yl)-2,2-dimethylpropanamide (21 g) was suspended in CH3CN (150 ml), and NaCN (8.1 g) and 18-crown-6 (870 mg) were added, which was followed by refluxing for 15 hr. CH3CN was evaporated under reduced pressure and CHCl3 (300 ml) was added. The mixture was washed with water and dried over anhydrous sodium sulfate. CHCl3 was evaporated under reduced pressure. The obtained residue was washed with boiling MeOH to give 15.5 g of N-(1-acetyl-5-cyanomethyl... The reactants are C(C)(C)(C)OC(NC1=C(C=C(C(=C1)OC1=NC=C(C=C1)[N+](=O)[O-])Cl)F)=O (tert-butyl{4-chloro-2-fluoro-5-[(5-nitropyridin-2-yl)oxy]phenyl}carbamate), reduced iron, [Cl-].[Ca+2].[Cl-] (calcium chloride), C(C)O (ethanol), O (water), Reduced iron, [Cl-].[Ca+2].[Cl-] (calcium chloride). Solvent: CN1C(CCC1)=O (1-methyl-2-pyrrolidone). The product is C(C)(C)(C)OC(NC1=C(C=C(C(=C1)OC1=NC=C(C=C1)N)Cl)F)=O (tert-butyl{5-[(5-aminopyridin-2-yl)oxy]-4-chloro-2-fluorophenyl}carbamate). The yield is 57.2%. RXN SMILES: [C:1]([O:5][C:6](=[O:26])[NH:7][C:8]1[CH:13]=[C:12]([O:14][C:15]2[CH:20]=[CH:19][C:18]([N+:21]([O-])=O)=[CH:17][N:16]=2)[C:11]([Cl:24])=[CH:10][C:9]=1[F:25])([CH3:4])([CH3:3])[CH3:2].[Cl-].[Ca+2].[Cl-].C(O)C.O>CN1CCCC1=O>[C:1]([O:5][C:6](=[O:26])[NH:7][C:8]1[CH:13]=[C:12]([O:14][C:15]2[CH:20]=[CH:19][C:18]([NH2:21])=[CH:17][N:16]=2)[C:11]([Cl:24])=[CH:10][C:9]=1[F:25])([CH3:4])([CH3:2])[CH3:3] |f:1.2.3|. Reported procedure: A mixture of tert-butyl{4-chloro-2-fluoro-5-[(5-nitropyridin-2-yl)oxy]phenyl}carbamate (4.66 g, 12.1 mmol), reduced iron (61.2 mmol), calcium chloride (680 mg, 6.13 mmol) and ethanol (90 mL)/water (10 mL)/1-methyl-2-pyrrolidone (40 mL) was stirred with heating under reflux for 5 hr. Reduced iron (5.00 g, 89.5 mmol) and calcium chloride (700 mg, 6.31 mmol) were further added, and the mixture was stirred with heating under reflux for 16 hr. The reaction mixture was filtered through celite, and the... The reactants are CC1(N=C(OC1)C1=C(C=CC=C1)C)C (4,5-Dihydro-4,4-dimethyl-2-[2-methylphenyl]oxazole), BrC=1C=C(CBr)C=CC1 (3-bromobenzylbromide). Procedure details: The subtitle compound was prepared from the product of step (i) (1 g) and 3-bromobenzylbromide (1.32 g) according to the method of example 21 step (ii). Purification was by chromatography eluting with 5-10% ethyl acetate inisohexane. Yield 0.64 g. As a reaction SMILES: [CH3:1][C:2]1([CH3:14])[CH2:6][O:5][C:4]([C:7]2[CH:12]=[CH:11][CH:10]=[CH:9][C:8]=2[CH3:13])=[N:3]1.[Br:15][C:16]1[CH:17]=[C:18]([CH:21]=[CH:22][CH:23]=1)[CH2:19]Br>>[Br:15][C:16]1[CH:17]=[C:18]([CH2:19][CH2:13][C:8]2[CH:9]=[CH:10][CH:11]=[CH:12][C:7]=2[C:4]2[O:5][CH2:6][C:2]([CH3:14])([CH3:1])[N:3]=2)[CH:21]=[CH:22][CH:23]=1. Product: BrC=1C=C(C=CC1)CCC1=C(C=CC=C1)C=1OCC(N1)(C)C (2-[2-[2-[3-Bromophenyl]ethyl]phenyl]-4,5-dihydro-4,4-dimethyloxazole).